From a dataset of the Open Reaction Database (ORD), a public repository of structured organic reaction records. describe an organic reaction: reactants, conditions, products, and yield Starting materials: C(C)(C)(C)[Si](Cl)(C)C (Tert-butyldimethylchlorosilane), [N+](=O)([O-])C1=C(C=CCO)C=CC=C1 (2-nitrocinnamyl alcohol), N1C=NC=C1 (imidazole). The solvent is CN(C)C=O (DMF). Conditions: time 18 hour. The product is [Si](C)(C)(C(C)(C)C)OC=CCC1=C(C=CC=C1)[N+](=O)[O-] (2-(3-tert-butyldimethylsilyloxyprop-2-enyl)nitrobenzene). As a reaction SMILES: [C:1]([Si:5]([CH3:8])([CH3:7])Cl)([CH3:4])([CH3:3])[CH3:2].[N+:9]([C:12]1[CH:21]=[CH:20][CH:19]=[CH:18][C:13]=1[CH:14]=[CH:15][CH2:16][OH:17])([O-:11])=[O:10].N1C=CN=C1>CN(C=O)C>[Si:5]([O:17][CH:16]=[CH:15][CH2:14][C:13]1[CH:18]=[CH:19][CH:20]=[CH:21][C:12]=1[N+:9]([O-:11])=[O:10])([C:1]([CH3:4])([CH3:3])[CH3:2])([CH3:8])[CH3:7]. Reported procedure: Tert-butyldimethylchlorosilane (5.10 g, 33.8 mmol) was added to a solution of 2-nitrocinnamyl alcohol (5.05 g, 28.2 mmol) and imidazole (2.88 g, 42.3 mmol) in DMF (100 ml). After stirring at room temperature for 18 hours the reaction mixture was partitioned between water (200 ml) and ethyl acetate (200 ml). The organic layer was separated washed with brine (2×m 100 ml) and dried (MgSO4). Filtration and evaporation of the solvent gave the crude product which was purified by flash chromatography o... The reactants are ClC(=O)OCC (ethyl chloroformate), C1(=CC=CC=C1)NN (phenylhydrazine), OC1(C2=CC=CC=C2C=2C=CC=CC12)C(=O)OC (9-hydroxy-9-fluorenecarboxylic acid, methyl ester), CC(C)([O-])C.[K+] (potassium tert.-butoxide), C(=S)=S (carbon disulfide). Solvent: O1CCCC1 (tetrahydrofuran). Run at time 3 minute. Product: C1(=CC=CC=C1)NN1C(OC2(C1=O)C1=CC=CC=C1C=1C=CC=CC12)=S (3'-(Phenylamino)-2'-thioxo-spiro(9H-fluorene-9,5'-oxazolidin)-4'-one). As a reaction SMILES: [OH:1][C:2]1([C:15](OC)=[O:16])[C:14]2[CH:13]=[CH:12][CH:11]=[CH:10][C:9]=2[C:8]2[C:3]1=[CH:4][CH:5]=[CH:6][CH:7]=2.CC(C)([O-])C.[K+].[C:25](=[S:27])=S.ClC(OCC)=O.[C:34]1([NH:40][NH2:41])[CH:39]=[CH:38][CH:37]=[CH:36][CH:35]=1>O1CCCC1>[C:34]1([NH:40][N:41]2[C:15](=[O:16])[C:2]3([C:3]4[CH:4]=[CH:5][CH:6]=[CH:7][C:8]=4[C:9]4[C:14]3=[CH:13][CH:12]=[CH:11][CH:10]=4)[O:1][C:25]2=[S:27])[CH:39]=[CH:38][CH:37]=[CH:36][CH:35]=1 |f:1.2|. Procedure: A solution of 9-hydroxy-9-fluorenecarboxylic acid, methyl ester (8.91 g, 0.0371 mole) in tetrahydrofuran (89 ml) was treated with potassium tert.-butoxide (4.16 g, 0.0371 mole). After 6 minutes the solution was cooled in an ice bath and carbon disulfide (2.3 ml, 0.038 mole) was added. After 7 minutes ethyl chloroformate (3.6 ml, 0.038 mole) was added to the cold solution. After 7 minutes 97% phenylhydrazine (3.9 ml, 0.038 mole) was added. After 3 minutes, the mixture was evaporated under reduced... The reactants are C1COCCO1, Cl, C1COCCO1, CC(C)Oc1cc(-c2ccc(CCN(CC(O)c3ccccc3)C(=O)OC(C)(C)C)cc2)ccc1C(=O)NS(C)(=O)=O. The product is Cl, CC(C)Oc1cc(-c2ccc(CCNCC(O)c3ccccc3)cc2)ccc1C(=O)NS(C)(=O)=O. As a reaction SMILES: [CH2:50]1[O:51][CH2:52][CH2:53][O:54][CH2:55]1.[ClH:49].[O:43]1[CH2:44][CH2:45][O:46][CH2:47][CH2:48]1.[OH:1][CH:2]([CH2:3][N:4]([C:5](=[O:6])[O:7][C:8]([CH3:9])([CH3:10])[CH3:11])[CH2:12][CH2:13][c:14]1[cH:15][cH:16][c:17](-[c:20]2[cH:21][c:22]([O:33][CH:34]([CH3:35])[CH3:36])[c:23]([C:26](=[O:27])[NH:28][S:29](=[O:30])(=[O:31])[CH3:32])[cH:24][cH:25]2)[cH:18][cH:19]1)[c:37]1[cH:38][cH:39][cH:40][cH:41][cH:42]1>>[ClH:49].[OH:1][CH:2]([CH2:3][NH:4][CH2:12][CH2:13][c:14]1[cH:15][cH:16][c:17](-[c:20]2[cH:21][c:22]([O:33][CH:34]([CH3:35])[CH3:36])[c:23]([C:26](=[O:27])[NH:28][S:29](=[O:30])(=[O:31])[CH3:32])[cH:24][cH:25]2)[cH:18][cH:19]1)[c:37]1[cH:38][cH:39][cH:40][cH:41][cH:42]1. Starting materials: CCOCC, CC(O)(C(=O)Nc1ccc(N)cc1Cl)C(F)(F)F, O=C=Nc1ccccc1. Yields the product CC(O)(C(=O)Nc1ccc(NC(=O)Nc2ccccc2)cc1Cl)C(F)(F)F. Reaction SMILES: [CH3:28][CH2:29][O:30][CH2:31][CH3:32].[Cl:1][c:2]1[c:3]([NH:9][C:10]([C:11]([C:12]([F:13])([F:14])[F:15])([CH3:16])[OH:17])=[O:18])[cH:4][cH:5][c:6]([NH2:8])[cH:7]1.[O:19]=[C:20]=[N:21][c:22]1[cH:23][cH:24][cH:25][cH:26][cH:27]1>>[Cl:1][c:2]1[c:3]([NH:9][C:10]([C:11]([C:12]([F:13])([F:14])[F:15])([CH3:16])[OH:17])=[O:18])[cH:4][cH:5][c:6]([NH:8][C:20](=[O:19])[NH:21][c:22]2[cH:23][cH:24][cH:25][cH:26][cH:27]2)[cH:7]1. Reactants: bromohydrin, [OH-].[K+] (potassium hydroxide), solid, C(C)C1(C=CC2=C(O1)C=CC=C2)CC (2,2-Diethyl-2H-benzo[b]pyran), BrN1C(CCC1=O)=O (N-bromosuccinimide), Br[C@H]1[C@@H](C2=C(OC1(CC)CC)C=CC=C2)O (trans-3-bromo-3,4-dihydro-2,2-diethyl-2H-benzo[b]pyran-4-ol). The solvent is C(C)OCC (diethyl ether), petroleum ether. The product is O1C2C1C1=C(OC2(CC)CC)C=CC=C1 (3,4-epoxy-3,4-dihydro-2,2-diethyl-2H-benzo[b]pyran). As a reaction SMILES: C(C1(CC)OC2C=CC=CC=2C=C1)C.BrN1C(=O)CCC1=O.Br[C@@H:24]1[C:29]([CH2:32][CH3:33])([CH2:30][CH3:31])[O:28][C:27]2[CH:34]=[CH:35][CH:36]=[CH:37][C:26]=2[C@H:25]1[OH:38].[OH-].[K+]>C(OCC)C>[O:38]1[CH:25]2[C:26]3[CH:37]=[CH:36][CH:35]=[CH:34][C:27]=3[O:28][C:29]([CH2:32][CH3:33])([CH2:30][CH3:31])[CH:24]12 |f:3.4|. Procedure: 2,2-Diethyl-2H-benzo[b]pyran (3.86 g.) was treated with N-bromosuccinimide (7.40 g.) under the conditions described in Example 5 yielding trans-3-bromo-3,4-dihydro-2,2-diethyl-2H-benzo[b]pyran-4-ol (5.70 g.), as a pale yellow solid m.p. 75° - 77° after trituration with 60°-80° petroleum ether. Reaction of this bromohydrin (5.60 g.) with potassium hydroxide pellets (6.38 g.) in diethyl ether (300 ml.) for 4.5 days following Example 7 gave 3,4-epoxy-3,4-dihydro-2,2-diethyl-2H-benzo[b]pyran as a co...